From a dataset of the Open Reaction Database (ORD), a public repository of structured organic reaction records. describe an organic reaction: reactants, conditions, products, and yield The reactants are COS(=O)(=O)OC, CN(C)C=O, [Na+], [OH-], O, O=C(O)c1c[nH]c2ccccc12. The product is Cn1cc(C(=O)O)c2ccccc21. Reaction SMILES: [CH3:13][O:14][S:15]([O:16][CH3:17])(=[O:18])=[O:19].[CH3:23][N:24]([CH3:25])[CH:26]=[O:27].[Na+:22].[OH-:21].[OH2:20].[OH:1][C:2](=[O:3])[c:4]1[cH:5][nH:6][c:7]2[cH:8][cH:9][cH:10][cH:11][c:12]12>>[OH:1][C:2](=[O:3])[c:4]1[cH:5][n:6]([CH3:13])[c:7]2[cH:8][cH:9][cH:10][cH:11][c:12]12. The reactants are C(C1=CC=CC=C1)OC1=CC(NC=C1)=O (4-Benzyloxy-2-pyridone), ClC(F)F (chlorodifluoromethane), Cl (HCl), C(=O)=O (dry-ice). Solvent: O1CCOCC1 (dioxane), [OH-].[Na+] (sodium hydroxide), O (water). Run at time 18 hour. Yields the product FC(OC1=NC=CC(=C1)OCC1=CC=CC=C1)F (2-difluoromethoxy-4-benzyloxypyridine). Isolated yield 56.4%. RXN SMILES: [CH2:1]([O:8][C:9]1[CH:14]=[CH:13][NH:12][C:11](=[O:15])[CH:10]=1)[C:2]1[CH:7]=[CH:6][CH:5]=[CH:4][CH:3]=1.Cl[CH:17]([F:19])[F:18].C(=O)=O.Cl>O1CCOCC1.[OH-].[Na+].O>[F:18][CH:17]([F:19])[O:15][C:11]1[CH:10]=[C:9]([O:8][CH2:1][C:2]2[CH:3]=[CH:4][CH:5]=[CH:6][CH:7]=2)[CH:14]=[CH:13][N:12]=1 |f:5.6|. Reported procedure: 4-Benzyloxy-2-pyridone (311.4 g, 1.55 mol) was mechanically stirred under nitrogen in a mixture of dioxane (6.2 L) and 50% sodium hydroxide (2.48 L) while chlorodifluoromethane (1,332.4 g, 15.5 mol) was condensed into the 22 L flask over a 4 h period using a dry-ice condenser that was attached to one of the necks of the 4-neck flask. The temperature inside the flask was maintained below 35° C. by means of an ice-bath. The mixture was then stirred for 18 h maintaining the temperature of the mixtu...